Dataset: the Open Reaction Database (ORD), a public repository of structured organic reaction records. Task: describe an organic reaction: reactants, conditions, products, and yield Starting materials: CCC1C(=O)Nc2cc(F)ccc2N1C(=O)c1ccc(OC)cc1, CCC1Nc2cc(F)ccc2NC1=O. Yields the product CCC1C(=O)Nc2ccc(F)cc2N1C(=O)c1ccc(OC)cc1. As a reaction SMILES: [CH2:15]([CH:16]1[N:17]([C:27]([c:28]2[cH:29][cH:30][c:31]([O:34][CH3:35])[cH:32][cH:33]2)=[O:36])[c:18]2[c:19]([cH:20][c:21]([F:22])[cH:23][cH:24]2)[NH:25][C:26]1=[O:37])[CH3:38].[CH2:1]([CH3:2])[CH:3]1[C:4](=[O:14])[NH:5][c:6]2[cH:7][cH:8][c:9]([F:13])[cH:10][c:11]2[NH:12]1>>[CH2:1]([CH3:2])[CH:3]1[C:4](=[O:14])[NH:5][c:6]2[cH:7][cH:8][c:9]([F:13])[cH:10][c:11]2[N:12]1[C:27]([c:28]1[cH:29][cH:30][c:31]([O:34][CH3:35])[cH:32][cH:33]1)=[O:36].